Task: describe an organic reaction: reactants, conditions, products, and yield. Dataset: the Open Reaction Database (ORD), a public repository of structured organic reaction records Starting materials: CN(C)C=O, Cc1cc2nc(C(C)(C)C(=O)OC(C)C)cn2nc1Cl, [H-], [Na+], O, OCCCN1CCC(OC(c2ccccc2)c2ccccc2)CC1. The product is Cc1cc2nc(C(C)(C)C(=O)OC(C)C)cn2nc1OCCCN1CCC(OC(c2ccccc2)c2ccccc2)CC1. As a reaction SMILES: [CH3:1][N:2]([CH3:3])[CH:4]=[O:5].[Cl:32][c:33]1[c:34]([CH3:51])[cH:35][c:36]2[n:37]([n:38]1)[cH:39][c:40]([C:42]([C:43](=[O:44])[O:45][CH:46]([CH3:47])[CH3:48])([CH3:49])[CH3:50])[n:41]2.[H-:6].[Na+:7].[OH2:52].[c:8]1([CH:14]([O:15][CH:16]2[CH2:17][CH2:18][N:19]([CH2:22][CH2:23][CH2:24][OH:25])[CH2:20][CH2:21]2)[c:26]2[cH:27][cH:28][cH:29][cH:30][cH:31]2)[cH:9][cH:10][cH:11][cH:12][cH:13]1>>[c:8]1([CH:14]([O:15][CH:16]2[CH2:17][CH2:18][N:19]([CH2:22][CH2:23][CH2:24][O:25][c:33]3[c:34]([CH3:51])[cH:35][c:36]4[n:37]([n:38]3)[cH:39][c:40]([C:42]([C:43](=[O:44])[O:45][CH:46]([CH3:47])[CH3:48])([CH3:49])[CH3:50])[n:41]4)[CH2:20][CH2:21]2)[c:26]2[cH:27][cH:28][cH:29][cH:30][cH:31]2)[cH:9][cH:10][cH:11][cH:12][cH:13]1. The reactants are Cl.Cl.C1(CCCCC1)N1CCN(CC1)C(CC1=CC(=CC=C1)OC)C1=CC=CC=C1 (1-cyclohexyl-4-[2-(3-methoxyphenyl)-1-phenylethyl]piperazine dihydrochloride), Br (hydrobromic acid). The solvent is C(C)(=O)O (acetic acid). Product: C1(CCCCC1)N1CCN(CC1)C(CC1=CC(=CC=C1)O)C1=CC=CC=C1 (1-Cyclohexyl-4-[2-(3-hydroxyphenyl)-1-phenylethyl]piperazine), dihydrobromide. RXN SMILES: Cl.Cl.[CH:3]1([N:9]2[CH2:14][CH2:13][N:12]([CH:15]([C:25]3[CH:30]=[CH:29][CH:28]=[CH:27][CH:26]=3)[CH2:16][C:17]3[CH:22]=[CH:21][CH:20]=[C:19]([O:23]C)[CH:18]=3)[CH2:11][CH2:10]2)[CH2:8][CH2:7][CH2:6][CH2:5][CH2:4]1.Br>C(O)(=O)C>[CH:3]1([N:9]2[CH2:10][CH2:11][N:12]([CH:15]([C:25]3[CH:26]=[CH:27][CH:28]=[CH:29][CH:30]=3)[CH2:16][C:17]3[CH:22]=[CH:21][CH:20]=[C:19]([OH:23])[CH:18]=3)[CH2:13][CH2:14]2)[CH2:4][CH2:5][CH2:6][CH2:7][CH2:8]1 |f:0.1.2|. Reported procedure: A mixture of dl-1-cyclohexyl-4-[2-(3-methoxyphenyl)-1-phenylethyl]piperazine dihydrochloride (3.3 g), 47% hydrobromic acid (33 ml) and glacial acetic acid (16 ml) is refluxed for 5 hours. The reaction mixture is allowed to cool and the precipitated crystals are collected by filtration, washed with acetone and recrystallized from methanol to give the desired compound as dihydrobromide (2.9 g), melting point: 268°-270° C. The reactants are ClC=1C=C2C(=CNC2=CC1)CCNC(=O)C1=NOC(=C1)NC(OC(C)(C)C)=O (tert-butyl 3-(2-(5-chloro-1H-indol-3-yl)ethylcarbamoyl)isoxazol-5-ylcarbamate), FC(C(=O)O)(F)F (trifluoroacetic acid). Run in ClCCl (dichloromethane). Run at time 4 hour. Product: NC1=CC(=NO1)C(=O)NCCC1=CNC2=CC=C(C=C12)Cl (5-amino-N-(2-(5-chloro-1H-indol-3-yl)ethyl)isoxazole-3-carboxamide). Isolated yield 68.8%. As a reaction SMILES: [Cl:1][C:2]1[CH:3]=[C:4]2[C:8](=[CH:9][CH:10]=1)[NH:7][CH:6]=[C:5]2[CH2:11][CH2:12][NH:13][C:14]([C:16]1[CH:20]=[C:19]([NH:21]C(=O)OC(C)(C)C)[O:18][N:17]=1)=[O:15].FC(F)(F)C(O)=O>ClCCl>[NH2:21][C:19]1[O:18][N:17]=[C:16]([C:14]([NH:13][CH2:12][CH2:11][C:5]2[C:4]3[C:8](=[CH:9][CH:10]=[C:2]([Cl:1])[CH:3]=3)[NH:7][CH:6]=2)=[O:15])[CH:20]=1. Procedure: To a solution of tert-butyl 3-(2-(5-chloro-1H-indol-3-yl)ethylcarbamoyl)isoxazol-5-ylcarbamate (0.400 g; 0.988 mmol) in dichloromethane (8 mL) was added trifluoroacetic acid (2 mL). The mixture was stirred at room temperature for 4 h and was then evaporated to dryness to remove the excess of TFA. The residue was dissolved in dichloromethane and the solution was washed with an aqueous solution of sodium carbonate. The organic layer was evaporated and the crude material was purified by flash chrom... Product: CN1CCCCCC1Cc1ccc(Cl)cc1. RXN SMILES: [C:22](=[O:23])=[O:24].[CH2:1]([O:2][C:3](=[O:4])[C:6]([c:7]1[cH:8][cH:9][c:10]([Cl:13])[cH:11][cH:12]1)=[C:14]1[N:15]([CH3:21])[CH2:16][CH2:17][CH2:18][CH2:19][CH2:20]1)[CH3:5].[ClH:25]>>[CH2:6]([c:7]1[cH:8][cH:9][c:10]([Cl:13])[cH:11][cH:12]1)[CH:14]1[N:15]([CH3:21])[CH2:16][CH2:17][CH2:18][CH2:19][CH2:20]1. The reactants are O=C=O, CCOC(=O)C(=C1CCCCCN1C)c1ccc(Cl)cc1, Cl. Starting materials: C(C)(C)N(CC)C(C)C (diisopropylethylamine), N,N-dimethylpyrrolidine, ClC1=C2C(=NN=C1C1=CC=CC=C1)N(N=C2C2=CC=CC=C2)CC(=O)O (2-(4-chloro-3,5-diphenyl-1H-pyrazolo[3,4-c]pyridazin-1-yl)acetic acid), Cl.CN(CCCN=C=NCC)C (N-(3-dimethylaminopropyl)-N′-ethylcarbodiimide hydrochloride), OC1=[N+](C=CC=C1)[O-] (2-hydroxypyridine-N-oxide), N′-dimethylpyrrolidine, Cl.CN(CCCN=C=NCC)C (N-(3-dimethylaminopropyl)-N′-ethylcarbodiimide hydrochloride). Solvent: C(Cl)Cl (CH2Cl2). Run at time 18 hour. The product is ClC1=C2C(=NN=C1C1=CC=CC=C1)N(N=C2C2=CC=CC=C2)CC(=O)N2CC(CC2)N(C)C (2-(4-chloro-3,5-diphenyl-1H-pyrazolo[3,4-c]pyridazin-1-yl)-1-(3-(dimethylamino)pyrrolidin-1-yl)ethanone). Yield: 21.9%. As a reaction SMILES: C(N(C(C)C)CC)(C)C.[Cl:10][C:11]1[C:16]([C:17]2[CH:22]=[CH:21][CH:20]=[CH:19][CH:18]=2)=[N:15][N:14]=[C:13]2[N:23]([CH2:32][C:33](O)=[O:34])[N:24]=[C:25]([C:26]3[CH:31]=[CH:30][CH:29]=[CH:28][CH:27]=3)[C:12]=12.Cl.[CH3:37][N:38]([CH3:47])[CH2:39][CH2:40][CH2:41][N:42]=[C:43]=NCC.OC1C=CC=C[N+]=1[O-]>C(Cl)Cl>[Cl:10][C:11]1[C:16]([C:17]2[CH:18]=[CH:19][CH:20]=[CH:21][CH:22]=2)=[N:15][N:14]=[C:13]2[N:23]([CH2:32][C:33]([N:42]3[CH2:41][CH2:40][CH:39]([N:38]([CH3:47])[CH3:37])[CH2:43]3)=[O:34])[N:24]=[C:25]([C:26]3[CH:27]=[CH:28][CH:29]=[CH:30][CH:31]=3)[C:12]=12 |f:2.3|. Procedure details: A solution of diisopropylethylamine (DIPEA) (120 μL, 0.67 mmol) and N,N-dimethylpyrrolidine (34 mg, 0.3 mmol) in CH2Cl2 (1 mL) was added to a mixture of 2-(4-chloro-3,5-diphenyl-1H-pyrazolo[3,4-c]pyridazin-1-yl)acetic acid (100 mg, 0.27 mmol), N-(3-dimethylaminopropyl)-N′-ethylcarbodiimide hydrochloride (EDC) (60 mg, 0.3 mmol) and 2-hydroxypyridine-N-oxide (HOPO) (30 mg, 0.27 mmol). The solution obtained was stirred at room temperature for 18 h then N′-dimethylpyrrolidine (10 mg, 0.09 mmol) and ... Reactants: F[B-](F)(F)F, CC(=O)Oc1cccc2c1CCCC(=S)N2, C[O+](C)C, ClCCl, O. The product is CSC1=Nc2cccc(OC(C)=O)c2CCC1. Reaction SMILES: [B-:17]([F:18])([F:19])([F:20])[F:21].[C:1]([CH3:2])(=[O:3])[O:4][c:5]1[cH:6][cH:7][cH:8][c:9]2[c:10]1[CH2:11][CH2:12][CH2:13][C:14](=[S:16])[NH:15]2.[CH3:22][O+:23]([CH3:24])[CH3:25].[Cl:27][CH2:28][Cl:29].[OH2:26]>>[C:1]([CH3:2])(=[O:3])[O:4][c:5]1[cH:6][cH:7][cH:8][c:9]2[c:10]1[CH2:11][CH2:12][CH2:13][C:14]([S:16][CH3:22])=[N:15]2. Starting materials: CC=C(C)C, [O-][Cl+][O-], [Na+], [Na+], C1COCCO1, O, O=P([O-])(O)O, O=Cc1c[nH]c2ncccc12. Yields the product O=C(O)c1c[nH]c2ncccc12. As a reaction SMILES: [CH3:12][C:13](=[CH:14][CH3:15])[CH3:16].[Cl+:17]([O-:18])[O-:19].[Na+:20].[Na+:26].[O:28]1[CH2:29][CH2:30][O:31][CH2:32][CH2:33]1.[OH2:27].[P:21]([OH:22])([OH:23])([O-:24])=[O:25].[nH:1]1[cH:2][c:3]([CH:10]=[O:11])[c:4]2[c:5]1[n:6][cH:7][cH:8][cH:9]2>>[nH:1]1[cH:2][c:3]([C:10](=[O:11])[OH:18])[c:4]2[c:5]1[n:6][cH:7][cH:8][cH:9]2.